This data is from the Open Reaction Database (ORD), a public repository of structured organic reaction records. The task is: describe an organic reaction: reactants, conditions, products, and yield Reactants: C(C)(=O)O[C@@H]1CC2=CC[C@H]3[C@@H]4CC[C@@H]([C@@]4(C)CC[C@@H]3[C@]2(CC1)COC(C)=O)OC (17β-methoxy-5-androstene-3β,19-diol diacetate), 17β-(4'-tetrahydropyranyloxy)-5-androstene-3β,19-diol diacetate. Run in CCOCC (ether). The product is C[C@@]12CCC[C@H]1[C@@H]1CC[C@H]3CCCC[C@]3(C)[C@H]1CC2 (5α-androstane). RXN SMILES: C(O[C@H:5]1[CH2:22][CH2:21][C@@:20]2([CH2:23]OC(=O)C)[C:7](=[CH:8][CH2:9][C@@H:10]3[C@@H:19]2[CH2:18][CH2:17][C@@:15]2([CH3:16])[C@H:11]3[CH2:12][CH2:13][C@@H:14]2OC)[CH2:6]1)(=O)C>CCOCC>[CH3:16][C@:15]12[CH2:17][CH2:18][C@H:19]3[C@@H:10]([CH2:9][CH2:8][C@@H:7]4[C@:20]3([CH3:23])[CH2:21][CH2:22][CH2:5][CH2:6]4)[C@@H:11]1[CH2:12][CH2:13][CH2:14]2. Reported procedure: More particularly, a zinc and acetic acid cleavage of 5α-bromo-3β-hydroxy-6β,19-oxidoandrostan-17-one results in the formation of 3β,19-dihydroxy-5-androsten-17-one diacetate. Lithium tri-t-butoxyaluminum hydride reduction then results in the preparation of 5-androstene-3β,17β,19- triol 3,19-diacetate. The 17β-hydroxy group can now be converted to an ether using standard procedures to form, for example, 17β-methoxy-5-androstene-3β,19-diol diacetate or 17β-(4'-tetrahydropyranyloxy)-5-androstene-3...